Dataset: the Open Reaction Database (ORD), a public repository of structured organic reaction records. Task: describe an organic reaction: reactants, conditions, products, and yield The reactants are COc1ccc(-c2nnc3n2CCN(C(=O)OC(C)(C)C)C3c2nc(-c3cccc(Cl)c3)no2)cc1, ClCCl, O=C(O)C(F)(F)F. Yields the product COc1ccc(-c2nnc3n2CCNC3c2nc(-c3cccc(Cl)c3)no2)cc1. As a reaction SMILES: [C:8]([O:9][C:10](=[O:11])[N:15]1[CH:16]([c:32]2[n:33][c:34](-[c:37]3[cH:38][c:39]([Cl:43])[cH:40][cH:41][cH:42]3)[n:35][o:36]2)[c:17]2[n:18]([c:21](-[c:24]3[cH:25][cH:26][c:27]([O:30][CH3:31])[cH:28][cH:29]3)[n:22][n:23]2)[CH2:19][CH2:20]1)([CH3:12])([CH3:13])[CH3:14].[Cl:44][CH2:45][Cl:46].[OH:1][C:2]([C:3]([F:4])([F:5])[F:6])=[O:7]>>[NH:15]1[CH:16]([c:32]2[n:33][c:34](-[c:37]3[cH:38][c:39]([Cl:43])[cH:40][cH:41][cH:42]3)[n:35][o:36]2)[c:17]2[n:18]([c:21](-[c:24]3[cH:25][cH:26][c:27]([O:30][CH3:31])[cH:28][cH:29]3)[n:22][n:23]2)[CH2:19][CH2:20]1.